This data is from the Open Reaction Database (ORD), a public repository of structured organic reaction records. The task is: describe an organic reaction: reactants, conditions, products, and yield Reactants: [Si](C)(C)(C(C)(C)C)Cl (t-Butyldimethylsilyl chloride), [H-].[Na+] (sodium hydride), C(CCCO)O (1,4-butanediol). The solvent is C(C)OCC (diethyl ether), O1CCCC1 (tetrahydrofuran), O1CCCC1 (tetrahydrofuran). Reaction conditions: time 45 minute. Product: [Si](C)(C)(C(C)(C)C)OCCCCO (1-t-butyldimethylsilyloxy-4-hydroxybutane). Yield: 81.1%. RXN SMILES: [H-].[Na+].[CH2:3]([OH:8])[CH2:4][CH2:5][CH2:6][OH:7].[Si:9](Cl)([C:12]([CH3:15])([CH3:14])[CH3:13])([CH3:11])[CH3:10]>O1CCCC1.C(OCC)C>[Si:9]([O:7][CH2:6][CH2:5][CH2:4][CH2:3][OH:8])([C:12]([CH3:15])([CH3:14])[CH3:13])([CH3:11])[CH3:10] |f:0.1|. Procedure: To a solution of sodium hydride (1.3 g, 55.48 mmol) in anhydrous tetrahydrofuran (150 mL) at 0° C. under argon, was added a solution of 1,4-butanediol (5 g, 55.48 mmol) in anhydrous tetrahydrofuran (50 mL). The resulting mixture was stirred at room temperature for 45 minutes over which time a large amount of a white precipitate formed. t-Butyldimethylsilyl chloride (8.3 g, 55.48 mmol) was then added and the resulting mixture was stirred vigorously for 45 minutes and then diluted with diethyl eth... Starting materials: C(C)N(C1=CC=C(C=C1)S(=O)(=O)Cl)CC (4-diethylaminobenzenesulphonyl chloride), O1CCCC1 (tetrahydrofuran), NCCCCC(=O)O (5-aminovaleric acid), [OH-].[Na+] (sodium hydroxide). Run in O (water). Conditions: time 2 hour. Product: C(C)N(C1=CC=C(C=C1)S(=O)(=O)CCCCC(=O)O)CC (5-(4-Diethylaminobenzenesulphonyl)valeric acid). The yield is 70.3%. As a reaction SMILES: [CH2:1]([N:3]([CH2:14][CH3:15])[C:4]1[CH:9]=[CH:8][C:7]([S:10](Cl)(=[O:12])=[O:11])=[CH:6][CH:5]=1)[CH3:2].N[CH2:17][CH2:18][CH2:19][CH2:20][C:21]([OH:23])=[O:22].[OH-].[Na+].O1CCCC1>O>[CH2:1]([N:3]([CH2:14][CH3:15])[C:4]1[CH:9]=[CH:8][C:7]([S:10]([CH2:17][CH2:18][CH2:19][CH2:20][C:21]([OH:23])=[O:22])(=[O:12])=[O:11])=[CH:6][CH:5]=1)[CH3:2] |f:2.3|. Reported procedure: 2.5 g of 4-diethylaminobenzenesulphonyl chloride are added to a solution comprising 1.17 g of 5-aminovaleric acid and 1.2 g of sodium hydroxide dissolved in 12 cm3 of water, followed by the addition of 12 cm3 of tetrahydrofuran in order to obtain a solution. The mixture is kept stirring for 2 hours at room temperature, the tetrahydrofuran is evaporated off, the reaction medium is acidified using acetic acid and extracted with chloroform, the organic phase is dried and the solvents are removed un...